This data is from the Open Reaction Database (ORD), a public repository of structured organic reaction records. The task is: describe an organic reaction: reactants, conditions, products, and yield The reactants are CCI, COc1ccc2c(C#N)c[nH]c2c1, [H-], [Na+], CN(C)C=O, O. Yields the product CCn1cc(C#N)c2ccc(OC)cc21. RXN SMILES: [CH2:16]([CH3:17])[I:18].[CH3:1][O:2][c:3]1[cH:4][cH:5][c:6]2[c:7]([C:12]#[N:13])[cH:8][nH:9][c:10]2[cH:11]1.[H-:15].[Na+:14].[O:19]=[CH:20][N:21]([CH3:22])[CH3:23].[OH2:24]>>[CH3:1][O:2][c:3]1[cH:4][cH:5][c:6]2[c:7]([C:12]#[N:13])[cH:8][n:9]([CH2:16][CH3:17])[c:10]2[cH:11]1. The reactants are C=CC(=O)N(CC)CC, [Cl-], O=C(O)c1ccc(-c2ccccc2)cc1. Product: CCN(CC)C(=O)C=Cc1ccc(-c2ccccc2)cc1. Reaction SMILES: [CH2:17]([CH3:18])[N:19]([C:20]([CH:21]=[CH2:22])=[O:23])[CH2:24][CH3:25].[Cl-:1].[c:2]1(-[c:11]2[cH:12][cH:13][cH:14][cH:15][cH:16]2)[cH:3][cH:4][c:5]([C:8]([OH:9])=[O:10])[cH:6][cH:7]1>>[c:2]1(-[c:11]2[cH:12][cH:13][cH:14][cH:15][cH:16]2)[cH:3][cH:4][c:5]([CH:8]=[CH:21][C:20]([N:19]([CH2:17][CH3:18])[CH2:24][CH3:25])=[O:23])[cH:6][cH:7]1. Reactants: [OH-].[Na+] (sodium hydroxide), CN1N=NC(=C1)C1=CC2=C(N(C=N2)C=2C=C(C=C(C2)N2C=CC=C2)NC(C)=O)C=C1 (N-(3-(5-(1-methyl-1H-1,2,3-triazol-4-yl)-1H-benzo[d]imidazol-1-yl)-5-(1H-pyrrol-1-yl)phenyl)acetamide). Run in C(C)(=O)OCC (ethyl acetate), C(C)O (ethanol). Product: CN1N=NC(=C1)C1=CC2=C(N(C=N2)C=2C=C(N)C=C(C2)N2C=CC=C2)C=C1 (3-(5-(1-methyl-1H-1,2,3-triazol-4-yl)-1H-benzo[d]imidazol-1-yl)-5-(1H-pyrrol-1-yl)aniline). Yield: 73.0%. As a reaction SMILES: [OH-].[Na+].[CH3:3][N:4]1[CH:8]=[C:7]([C:9]2[CH:32]=[CH:31][C:12]3[N:13]([C:16]4[CH:17]=[C:18]([NH:27]C(=O)C)[CH:19]=[C:20]([N:22]5[CH:26]=[CH:25][CH:24]=[CH:23]5)[CH:21]=4)[CH:14]=[N:15][C:11]=3[CH:10]=2)[N:6]=[N:5]1>C(O)C.C(OCC)(=O)C>[CH3:3][N:4]1[CH:8]=[C:7]([C:9]2[CH:32]=[CH:31][C:12]3[N:13]([C:16]4[CH:17]=[C:18]([CH:19]=[C:20]([N:22]5[CH:26]=[CH:25][CH:24]=[CH:23]5)[CH:21]=4)[NH2:27])[CH:14]=[N:15][C:11]=3[CH:10]=2)[N:6]=[N:5]1 |f:0.1|. Procedure: A mixture of 20% sodium hydroxide (5 ml) and the compound of Example 99 (1.0 g, 2.52 mmol) in 10 ml ethanol was heated at 100° C. for 3 h. The mixture was diluted with ethyl acetate (100 ml) and the organic layer was washed with water (50 ml) and brine (25 ml). The solvent was removed under reduced pressure and the residue was purified by column chromatography over silica gel to afford the product in 73% yield (0.65 g). LC-MS (ESI): Calculated mass: 355.4; Observed mass: 356.3 [M+H]+ (rt: 0.49 m... Starting materials: BrC=1C=C(C=CC1Cl)C(F)(F)F (3-bromo-4-chlorobenzotrifluoride), NC=1C=C2[C@H]3[C@@H](N4C2=C(C1)CSCC4)CCN(C3)C(=O)OC(C)(C)C (tert-butyl (7bR,11aS)-6-amino-1,2,7b,10,11,11a-hexahydro-4H-pyrido[4,3-b][1,4]thiazepino[6,5,4-hi]indole-9(8H)-carboxylate). The product is ClC1=C(C=C(C=C1)C(F)(F)F)NC=1C=C2[C@H]3[C@@H](N4C2=C(C1)CSCC4)CCNC3 ((7bR,11aS)-N-[2-chloro-5-(trifluoromethyl)phenyl]-1,2,7b,8,9,10,11,11a-octahydro-4H-pyrido[4,3-b][1,4]thiazepino[6,5,4-hi]indol-6-amine). RXN SMILES: Br[C:2]1[CH:3]=[C:4]([C:9]([F:12])([F:11])[F:10])[CH:5]=[CH:6][C:7]=1[Cl:8].[NH2:13][C:14]1[CH:15]=[C:16]2[C:20]3=[C:21]([CH2:23][S:24][CH2:25][CH2:26][N:19]3[C@H:18]3[CH2:27][CH2:28][N:29](C(OC(C)(C)C)=O)[CH2:30][C@@H:17]23)[CH:22]=1>>[Cl:8][C:7]1[CH:6]=[CH:5][C:4]([C:9]([F:12])([F:11])[F:10])=[CH:3][C:2]=1[NH:13][C:14]1[CH:15]=[C:16]2[C:20]3=[C:21]([CH2:23][S:24][CH2:25][CH2:26][N:19]3[C@H:18]3[CH2:27][CH2:28][NH:29][CH2:30][C@@H:17]23)[CH:22]=1. Reported procedure: Using 3-bromo-4-chlorobenzotrifluoride and following the procedures described in EXAMPLE 33, Parts C and D, tert-butyl (7bR,11aS)-6-amino-1,2,7b,10,11,11a-hexahydro-4H-pyrido[4,3-b][1,4]thiazepino[6,5,4-hi]indole-9(8H)-carboxylate from EXAMPLE 33, Part B was converted into the title compound of EXAMPLE 38 as a powder. 1H NMR (CDCl3, 300 MHz) 1.82-1.87 (m, 4H), 2.58-2.65 (m, 1H), 2.82-3.28 (m, 6H), 3.46-3.51 (m, 1H), 3.62-3.65 (m, 1H), 3.76 (s, 2H), 6.04 (s, 1H), 6.73 s, 1H), 6.83 (s, 1H), 6.91 (...